From a dataset of the Open Reaction Database (ORD), a public repository of structured organic reaction records. describe an organic reaction: reactants, conditions, products, and yield Starting materials: IC=1N(C=C2N(CN(CC21)C)CC(C)C)CC2=CC=CC1=CC=CC=C21 (5-iodo-3-methyl-1-(2-methylpropyl)-6-(1-naphthalenylmethyl )-1 H -pyrrolo[3,4-d]pyrimidine), C(CC#C)O (3-butyn-1-ol). The product is OCCC#CC=1N(C=C2N(CN(CC21)C)CC(C)C)CC2=CC=CC1=CC=CC=C21 (5-(4-Hydroxybut-1-Ynyl)-3-Methyl-1-(2-Methylpropyl)-6-(1-Naphthalenylmethyl)-1 H-Pyrrolo[3,4-d]Pyrimidine). Reaction SMILES: I[C:2]1[N:3]([CH2:16][C:17]2[C:26]3[C:21](=[CH:22][CH:23]=[CH:24][CH:25]=3)[CH:20]=[CH:19][CH:18]=2)[CH:4]=[C:5]2[C:10]=1[CH2:9][N:8]([CH3:11])[CH2:7][N:6]2[CH2:12][CH:13]([CH3:15])[CH3:14].[CH2:27]([OH:31])[CH2:28][C:29]#[CH:30]>>[OH:31][CH2:27][CH2:28][C:29]#[C:30][C:2]1[N:3]([CH2:16][C:17]2[C:26]3[C:21](=[CH:22][CH:23]=[CH:24][CH:25]=3)[CH:20]=[CH:19][CH:18]=2)[CH:4]=[C:5]2[C:10]=1[CH2:9][N:8]([CH3:11])[CH2:7][N:6]2[CH2:12][CH:13]([CH3:14])[CH3:15]. Procedure: The title compound was prepared from 5-iodo-3-methyl-1-(2-methylpropyl)-6-(1-naphthalenylmethyl )-1 H -pyrrolo[3,4-d]pyrimidine-2,4(3 H, 6 H)-dione and 3-butyn-1-ol in a manner analogous to the method of Example 13 above. Starting materials: BrC=1C=CC=C2C(C=C(OC12)C(=O)OCC)=O (Ethyl 8-bromo-4-oxo-4H-chromene-2-carboxylate), C([O-])([O-])=O.[Cs+].[Cs+] (cesium carbonate), C1(=CC=CC=C1)P(C1=C(C2=CC=CC=C2C=C1)C1=C(C=CC2=CC=CC=C12)P(C1=CC=CC=C1)C1=CC=CC=C1)C1=CC=CC=C1 (2,2′-bis(diphenylphosphino)-1,1′-binaphthyl), CN1CCNCC1 (N-methylpiperazine), C1(=CC=CC=C1)P(C1=C(C2=CC=CC=C2C=C1)C1=C(C=CC2=CC=CC=C12)P(C1=CC=CC=C1)C1=CC=CC=C1)C1=CC=CC=C1 (2,2′-bis(diphenylphosphino)-1,1′-binaphthyl). The reagents and catalysts are [Pd].[Pd].C(C1=CC=CC=C1)=CC(=O)C=CC1=CC=CC=C1.C(C1=CC=CC=C1)=CC(=O)C=CC1=CC=CC=C1.C(C1=CC=CC=C1)=CC(=O)C=CC1=CC=CC=C1 (tris(dibenzylideneacetone) dipalladium (0)), [Pd].[Pd].C(C1=CC=CC=C1)=CC(=O)C=CC1=CC=CC=C1.C(C1=CC=CC=C1)=CC(=O)C=CC1=CC=CC=C1.C(C1=CC=CC=C1)=CC(=O)C=CC1=CC=CC=C1 (tris(dibenzylideneacetone) dipalladium (0)). Reaction conditions: temperature 80 celsius, time 55 hour. Product: C(C)OC(=O)C=1OC2=C(C=C(C=C2C(C1)=O)OC)N1CCN(CC1)C (Ethyl-6-methoxy-8-(4-Methyl-piperazin-1-yl)-4-oxo-4H-chromene-2-carboxylate). RXN SMILES: Br[C:2]1[CH:3]=[CH:4][CH:5]=[C:6]2[C:11]=1[O:10][C:9]([C:12]([O:14][CH2:15][CH3:16])=[O:13])=[CH:8][C:7]2=[O:17].[CH3:18][N:19]1[CH2:24][CH2:23][NH:22][CH2:21][CH2:20]1.C1(P(C2C=CC=CC=2)C2C=CC3C(=CC=CC=3)C=2C2C3C(=CC=CC=3)C=CC=2P(C2C=CC=CC=2)C2C=CC=CC=2)C=CC=CC=1.[C:71](=O)([O-])[O-:72].[Cs+].[Cs+]>[Pd].[Pd].C(=CC(C=CC1C=CC=CC=1)=O)C1C=CC=CC=1.C(=CC(C=CC1C=CC=CC=1)=O)C1C=CC=CC=1.C(=CC(C=CC1C=CC=CC=1)=O)C1C=CC=CC=1>[CH2:15]([O:14][C:12]([C:9]1[O:10][C:11]2[C:6]([C:7](=[O:17])[CH:8]=1)=[CH:5][C:4]([O:72][CH3:71])=[CH:3][C:2]=2[N:22]1[CH2:23][CH2:24][N:19]([CH3:18])[CH2:20][CH2:21]1)=[O:13])[CH3:16] |f:3.4.5,6.7.8.9.10|. Procedure: Ethyl 8-bromo-4-oxo-4H-chromene-2-carboxylate (9.2 g, 28.1 mmol), as prepared in Example 2c above, was azeotroped with anhydrous toluene then the white solid was dissolved in 300 ml anhydrous toluene in a 500 mL single-neck round bottom flask. The mixture was degassed by alternating argon sparge and vacuum (3×), and the following were added in order: N-methylpiperazine (4.0 ml, 35.1 mmol), 2,2′-bis(diphenylphosphino)-1,1′-binaphthyl (1.05 g, 1.69 mmol,), tris(dibenzylideneacetone) dipalladium (0... Procedure: Compound 2F was prepared following the procedure used to prepare compound 1G of Example 1, except that 5-(4-chlorophenyl)-2,7-dimethylquinolin-6-yl trifluoromethanesulfonate (2E) was used instead of compound 1F. LCMS-ESI+ (m/z): 294.3, 296.3 (M+H)+. Yields the product ClC1=CC=C(C=C1)C1=C2C=CC(=NC2=CC(=C1C=C)C)C (5-(4-chlorophenyl)-2,7-dimethyl-6-vinylquinoline). Reaction SMILES: Cl[C:2]1[CH:11]=[C:10]2[C:5]([CH:6]=[CH:7][C:8]([CH3:12])=[N:9]2)=[C:4]([C:13]2[CH:18]=[CH:17][C:16]([Cl:19])=[CH:15][CH:14]=2)[C:3]=1[CH:20]=[CH2:21].F[C:23](F)(F)S(OC1C(C2C=CC(Cl)=CC=2)=C2C(=CC=1C)N=C(C)C=C2)(=O)=O>>[Cl:19][C:16]1[CH:17]=[CH:18][C:13]([C:4]2[C:3]([CH:20]=[CH2:21])=[C:2]([CH3:23])[CH:11]=[C:10]3[C:5]=2[CH:6]=[CH:7][C:8]([CH3:12])=[N:9]3)=[CH:14][CH:15]=1. Starting materials: ClC1=C(C(=C2C=CC(=NC2=C1)C)C1=CC=C(C=C1)Cl)C=C (7-chloro-5-(4-chlorophenyl)-2-methyl-6-vinylquinoline), FC(S(=O)(=O)OC=1C(=C2C=CC(=NC2=CC1C)C)C1=CC=C(C=C1)Cl)(F)F (5-(4-chlorophenyl)-2,7-dimethylquinolin-6-yl trifluoromethanesulfonate). Yields the product FC1=CC2=C(N(C(CO2)=O)CC#C)C=C1NC(=O)OC (7-fluoro-6-methoxycarbonylamino-4-propargyl-2H-1,4-benzoxazin-3(4H)-one). The yield is 75.4%. Starting materials: NC=1C(=CC2=C(N(C(CO2)=O)CC#C)C1)F (6-amino-7-fluoro-4-propargyl-2H-1,4-benzoxazin-3(4H)-one), C(C)N(C1=CC=CC=C1)CC (N,N-diethylaniline), ClC(=O)OC (methyl chloroformate), resultant mixture. Reaction SMILES: [NH2:1][C:2]1[C:3]([F:16])=[CH:4][C:5]2[O:10][CH2:9][C:8](=[O:11])[N:7]([CH2:12][C:13]#[CH:14])[C:6]=2[CH:15]=1.C(N(CC)C1C=CC=CC=1)C.Cl[C:29]([O:31][CH3:32])=[O:30]>ClCCCl>[F:16][C:3]1[C:2]([NH:1][C:29]([O:31][CH3:32])=[O:30])=[CH:15][C:6]2[N:7]([CH2:12][C:13]#[CH:14])[C:8](=[O:11])[CH2:9][O:10][C:5]=2[CH:4]=1. Run in ClCCCl (1,2-dichloroethane). Reported procedure: A mixture of 6-amino-7-fluoro-4-propargyl-2H-1,4-benzoxazin-3(4H)-one (2.1 g), N,N-diethylaniline (1.5 g) and methyl chloroformate (1.0 g) was dissolved in 1,2-dichloroethane (10 g), and the resultant mixture was heated under reflux for 3 hours. After cooling, the reaction mixture was washed with water, and the organic layer was concentrated. The residue was washed with methanol to give 7-fluoro-6-methoxycarbonylamino-4-propargyl-2H-1,4-benzoxazin-3(4H)-one (2.0 g). Reactants: C(C)(=O)N1CC2(C1)OC1=CC=C(C=C1C(C2)=O)/C=C/C(=O)NOC2OCCCC2 ((E)-3-[1′-Acetyl-4-oxo-spiro(chromane-2,3′-azetidine)-6-yl]-N-(tetrahydro-pyran-2-yloxy)-acrylamide), Cl (HCl). Run in C(Cl)Cl (DCM), O1CCOCC1 (dioxane). The product is C(C)(=O)N1CC2(C1)OC1=CC=C(C=C1C(C2)=O)/C=C/C(=O)NO ((E)-3-[1′-acetyl-4-oxo-spiro(chromane-2,3′-azetidine)-6-yl]-N-hydroxy-acrylamide). Isolated yield 97.0%. As a reaction SMILES: [C:1]([N:4]1[CH2:7][C:6]2([CH2:16][C:15](=[O:17])[C:14]3[C:9](=[CH:10][CH:11]=[C:12](/[CH:18]=[CH:19]/[C:20]([NH:22][O:23]C4CCCCO4)=[O:21])[CH:13]=3)[O:8]2)[CH2:5]1)(=[O:3])[CH3:2].Cl>C(Cl)Cl.O1CCOCC1>[C:1]([N:4]1[CH2:7][C:6]2([CH2:16][C:15](=[O:17])[C:14]3[C:9](=[CH:10][CH:11]=[C:12](/[CH:18]=[CH:19]/[C:20]([NH:22][OH:23])=[O:21])[CH:13]=3)[O:8]2)[CH2:5]1)(=[O:3])[CH3:2]. Procedure: (E)-3-[1′-Acetyl-4-oxo-spiro(chromane-2,3′-azetidine)-6-yl]-N-(tetrahydro-pyran-2-yloxy)-acrylamide (35 mg, 0.088 mmol) in DCM (5 ml) was treated with 4 M HCl in dioxane (0.4 ml) as described in Example 30, Step C, giving (E)-3-[1′-acetyl-4-oxo-spiro(chromane-2,3′-azetidine)-6-yl]-N-hydroxy-acrylamide (27 mg, hydrochloride salt) as a light brown solid. The reactants are BrC1=CC=CC2=C1C(N1[C@H](C=3N2C=NC3C(N)=NO)CCC1)=O ((S)-8-bromo-9-oxo-11,12, 13,13a-tetrahydro-9H-imidazo[1,5-a]pyrrolo[2,1-c][1,4]benzodiazepine-1-carboxamidoxime), ClCC(=O)OC(CCl)=O (chloroacetic anhydride). Run in CN(C=O)C (N,N-dimethylformamide). Product: BrC1=CC=CC2=C1C(N1[C@H](C=3N2C=NC3C3=NOC(=N3)CCl)CCC1)=O ((S)-8-bromo-1-(5-chloromethyl-1,2,4-oxadiazol-3-yl)-11,12,13,13a-tetrahydro-9H-imidazo[1,5-a]pyrrolo[2,1-c][1,4]benzodiazepin-9-one). Yield: 76.7%. RXN SMILES: [Br:1][C:2]1[C:7]2[C:8](=[O:23])[N:9]3[CH2:22][CH2:21][CH2:20][C@H:10]3[C:11]3[N:12]([CH:13]=[N:14][C:15]=3[C:16](=[N:18][OH:19])[NH2:17])[C:6]=2[CH:5]=[CH:4][CH:3]=1.[Cl:24][CH2:25][C:26](OC(=O)CCl)=O>CN(C)C=O>[Br:1][C:2]1[C:7]2[C:8](=[O:23])[N:9]3[CH2:22][CH2:21][CH2:20][C@H:10]3[C:11]3[N:12]([CH:13]=[N:14][C:15]=3[C:16]3[N:17]=[C:26]([CH2:25][Cl:24])[O:19][N:18]=3)[C:6]=2[CH:5]=[CH:4][CH:3]=1. Procedure: 11.5 g (30.6 mmol) of (S)-8-bromo-9-oxo-11,12, 13,13a-tetrahydro-9H-imidazo[1,5-a]pyrrolo[2,1-c][1,4]benzodiazepine-1-carboxamidoxime were treated with 6.02 g (35.2 mmol) of chloroacetic anhydride in 60 ml of N,N-dimethylformamide at room temperature for 1 hour and at 105° for 3 hours. After evaporating the solvent the residue was dissolved in methylene chloride and the solution was washed with saturated sodium bicarbonate solution. By drying the organic phase over magnesium sulfate, evaporation... The reactants are N#Cc1cc([N+](=O)[O-])ccc1N, O, O=S(=O)(O)O. Yields the product NC(=O)c1cc([N+](=O)[O-])ccc1N. Reaction SMILES: [NH2:1][c:2]1[c:3]([C:4]#[N:5])[cH:6][c:7]([N+:10](=[O:11])[O-:12])[cH:8][cH:9]1.[OH2:18].[S:13]([OH:14])(=[O:15])(=[O:16])[OH:17]>>[NH2:1][c:2]1[c:3]([C:4]([NH2:5])=[O:14])[cH:6][c:7]([N+:10](=[O:11])[O-:12])[cH:8][cH:9]1. Starting materials: O=C1CCC(=O)N1Br, O=C(NNc1nccnc1Cl)C(F)(F)F, ClC(Cl)Cl. Product: O=C(NNc1ncc(Br)nc1Cl)C(F)(F)F. RXN SMILES: [Br:16][N:17]1[C:18](=[O:19])[CH2:20][CH2:21][C:22]1=[O:23].[Cl:1][c:2]1[c:3]([NH:8][NH:9][C:10]([C:11]([F:12])([F:13])[F:14])=[O:15])[n:4][cH:5][cH:6][n:7]1.[Cl:24][CH:25]([Cl:26])[Cl:27]>>[Cl:1][c:2]1[c:3]([NH:8][NH:9][C:10]([C:11]([F:12])([F:13])[F:14])=[O:15])[n:4][cH:5][c:6]([Br:16])[n:7]1. Reactants: COc1cc(OC)c(CCC2(C3CCCC3)CC(=O)CC(=O)O2)cc1Cl, ClCCl, O=S(=O)(Cl)Cl. The product is COc1cc(OC)c(CCC2(C3CCCC3)CC(O)=C(Cl)C(=O)O2)cc1Cl. RXN SMILES: [Cl:1][c:2]1[c:3]([O:25][CH3:26])[cH:4][c:5]([O:23][CH3:24])[c:6]([CH2:8][CH2:9][C:10]2([CH:18]3[CH2:19][CH2:20][CH2:21][CH2:22]3)[CH2:11][C:12](=[O:17])[CH2:13][C:14](=[O:16])[O:15]2)[cH:7]1.[Cl:32][CH2:33][Cl:34].[S:27]([Cl:28])(=[O:29])([Cl:30])=[O:31]>>[Cl:1][c:2]1[c:3]([O:25][CH3:26])[cH:4][c:5]([O:23][CH3:24])[c:6]([CH2:8][CH2:9][C:10]2([CH:18]3[CH2:19][CH2:20][CH2:21][CH2:22]3)[CH2:11][C:12]([OH:17])=[C:13]([Cl:30])[C:14](=[O:16])[O:15]2)[cH:7]1. Reactants: CCc1nn(C2CCCC2)c2cc(Br)ccc12, CCc1n[nH]c2cc(Br)ccc12, BrC1CCCC1, [H-], [Na+], CN(C)C=O, O. Yields the product CCc1nn(C2CCCC2)c2cc(C=O)ccc12. RXN SMILES: [Br:1][c:2]1[cH:3][cH:4][c:5]2[c:6]([CH2:16][CH3:17])[n:7][n:8]([CH:11]3[CH2:12][CH2:13][CH2:14][CH2:15]3)[c:9]2[cH:10]1.[Br:20][c:21]1[cH:22][c:23]2[c:24]([c:25]([CH2:26][CH3:27])[n:28][nH:29]2)[cH:30][cH:31]1.[CH:32]1([Br:33])[CH2:34][CH2:35][CH2:36][CH2:37]1.[H-:18].[Na+:19].[O:38]=[CH:39][N:40]([CH3:41])[CH3:42].[OH2:43]>>[c:2]1([CH:39]=[O:38])[cH:3][cH:4][c:5]2[c:6]([CH2:16][CH3:17])[n:7][n:8]([CH:11]3[CH2:12][CH2:13][CH2:14][CH2:15]3)[c:9]2[cH:10]1.